Dataset: the Open Reaction Database (ORD), a public repository of structured organic reaction records. Task: describe an organic reaction: reactants, conditions, products, and yield Reactants: CC1CCCO1, CC(=O)O, CC(C)[Mg+], [Cl-], CC(C)(C)OC(=O)N1CCC(c2nc(I)c(I)n2CCN2CCCC2)CC1, C1CCOC1, O. Yields the product CC(C)(C)OC(=O)N1CCC(c2nc(I)cn2CCN2CCCC2)CC1. RXN SMILES: [CH3:28][CH:29]1[CH2:30][CH2:31][CH2:32][O:33]1.[CH3:45][C:46](=[O:47])[OH:48].[CH:35]([Mg+:36])([CH3:37])[CH3:38].[Cl-:34].[I:1][c:2]1[n:3][c:4]([CH:15]2[CH2:16][CH2:17][N:18]([C:21](=[O:22])[O:23][C:24]([CH3:25])([CH3:26])[CH3:27])[CH2:19][CH2:20]2)[n:5]([CH2:8][CH2:9][N:10]2[CH2:11][CH2:12][CH2:13][CH2:14]2)[c:6]1[I:7].[O:39]1[CH2:40][CH2:41][CH2:42][CH2:43]1.[OH2:44]>>[I:1][c:2]1[n:3][c:4]([CH:15]2[CH2:16][CH2:17][N:18]([C:21](=[O:22])[O:23][C:24]([CH3:25])([CH3:26])[CH3:27])[CH2:19][CH2:20]2)[n:5]([CH2:8][CH2:9][N:10]2[CH2:11][CH2:12][CH2:13][CH2:14]2)[cH:6]1. Starting materials: C[C@H]1NCCC1 (2-(R)-methylpyrrolidine), BrC1=CC2=C(N=C(S2)C2CC(C2)=O)C=C1 (3-(6-Bromo-benzothiazol-2-yl)-cyclobutanone), N1=CC=CC=C1.B (borane-pyridine). The solvent is C(C)O (ethanol), ClCCl (dichloromethane). Conditions: time 30 minute. The product is BrC1=CC2=C(N=C(S2)[C@@H]2C[C@@H](C2)N2[C@@H](CCC2)C)C=C1 (Cis 6-bromo-2-{3-[(2R)-2-methylpyrrolidin-1-yl]cyclobutyl}-1,3-benzothiazole). Isolated yield 7.2%. As a reaction SMILES: [Br:1][C:2]1[CH:15]=[CH:14][C:5]2[N:6]=[C:7]([CH:9]3[CH2:12][C:11](=O)[CH2:10]3)[S:8][C:4]=2[CH:3]=1.[CH3:16][C@@H:17]1[CH2:21][CH2:20][CH2:19][NH:18]1.N1C=CC=CC=1.B>ClCCl.C(O)C>[Br:1][C:2]1[CH:15]=[CH:14][C:5]2[N:6]=[C:7]([C@H:9]3[CH2:12][C@@H:11]([N:18]4[CH2:19][CH2:20][CH2:21][C@H:17]4[CH3:16])[CH2:10]3)[S:8][C:4]=2[CH:3]=1 |f:2.3|. Procedure: The product of Example 1C (500 mg, 1.77 mmole) was dissolved in 6 ml dichloromethane and 4 ml ethanol. 2-(R)-methylpyrrolidine (1.04 g, 4.43 mmole, toluene extract from 50% sodium hydroxide) was added and stirred at room temperature for 30 minutes. Then borane-pyridine (358 μl, 3.54 mmole) was added. The mixture was stirred at room temperature overnight. The reaction was quenched with saturated sodium bicarbonate and extracted with dichloromethane. The combined organic layers were washed with br...